From a dataset of the Open Reaction Database (ORD), a public repository of structured organic reaction records. describe an organic reaction: reactants, conditions, products, and yield The reactants are CC(C)=O, c1cc2c(cc1C1CCC3(CC1)OCCO3)OCO2. Yields the product O=C1CCC(c2ccc3c(c2)OCO3)CC1. Reaction SMILES: [CH3:20][C:21](=[O:22])[CH3:23].[O:1]1[CH2:2][O:3][c:4]2[c:5]1[cH:6][cH:7][c:8]([CH:10]1[CH2:11][CH2:12][C:13]3([O:14][CH2:17][CH2:16][O:15]3)[CH2:18][CH2:19]1)[cH:9]2>>[O:1]1[CH2:2][O:3][c:4]2[c:5]1[cH:6][cH:7][c:8]([CH:10]1[CH2:11][CH2:12][C:13](=[O:14])[CH2:18][CH2:19]1)[cH:9]2. Starting materials: N#N (N2), C1(=CC=CC=C1)S(=O)O[Na] (PhSO2Na), Cl (HCl). Solvent: O (water). Yields the product C1(=CC=CC=C1)S(=O)O (PhSO2H). As a reaction SMILES: [C:1]1([S:7]([O:9][Na])=[O:8])[CH:6]=[CH:5][CH:4]=[CH:3][CH:2]=1.N#N.Cl>O>[C:1]1([S:7]([OH:9])=[O:8])[CH:6]=[CH:5][CH:4]=[CH:3][CH:2]=1. Procedure: PhSO2Na (1.6579 g., 0.0101 mol) was dissolved in water (100 mL), while keeping an atmosphere of N2. HCl (12 M, 0.84 mL, 0.0101 mol). was added in order to produce PhSO2H. Benzoquinone (0.01 mol, 1.081 g) was added while flushing with N2. A white to grey precipitate was formed immediately. The solution was stirred for 5 min, filtered (glass sinter no. 3) under N2, washed with distilled water (20 mL) and dried under vacuum (+20C) over night. Yield 2.08 g. The product was identified by 1H- and 13CN... Reactants: C(C)(=O)OC(C)=O (Acetic anhydride), CNC(=O)NC1=CC=CC=C1 (1-methyl-3-phenylurea), C(CC(=O)O)(=O)O (malonic acid). Run in C(C)(=O)O (acetic acid). Conditions: temperature 90 celsius. Product: CN1C(N(C(CC1=O)=O)C1=CC=CC=C1)=O (1-methyl-3-phenyl-2,4,6-(1H,3H,5H)- pyrimidinetrione). As a reaction SMILES: C(OC(=O)C)(=O)C.[CH3:8][NH:9][C:10]([NH:12][C:13]1[CH:18]=[CH:17][CH:16]=[CH:15][CH:14]=1)=[O:11].[C:19](O)(=[O:24])[CH2:20][C:21](O)=[O:22]>C(O)(=O)C>[CH3:8][N:9]1[C:21](=[O:22])[CH2:20][C:19](=[O:24])[N:12]([C:13]2[CH:18]=[CH:17][CH:16]=[CH:15][CH:14]=2)[C:10]1=[O:11]. Procedure: Acetic anhydride (16 ml, 0.17 mole) was added dropwise over three hours to a solution of 1-methyl-3-phenylurea (6 g, 0.04 mole) and malonic acid (4.6 g, 0.04 mole) in acetic acid (40 ml) at 60° C. After the addition was completed, the temperature was raised to 90° C. and maintained for four hours. The solvent was evaporated and the resulting residue treated with 0.1N NaOH (50 ml). After filtration, the solution was acidified with 0.2N HCl (120 ml). The solution was evaporated to dryness under re... The reactants are CO, Cl, [Na+], CCOC(=O)c1cn(-c2ccc3c(c2)OCCO3)c(-c2ccc(C)cc2)n1, C1CCOC1, [OH-], O. Product: Cc1ccc(-c2nc(C(=O)O)cn2-c2ccc3c(c2)OCCO3)cc1. RXN SMILES: [CH3:37][OH:38].[ClH:30].[Na+:29].[O:1]1[CH2:2][CH2:3][O:4][c:5]2[c:6]1[cH:7][cH:8][c:9](-[n:11]1[c:12](-[c:21]3[cH:22][cH:23][c:24]([CH3:27])[cH:25][cH:26]3)[n:13][c:14]([C:16](=[O:17])[O:18][CH2:19][CH3:20])[cH:15]1)[cH:10]2.[O:31]1[CH2:32][CH2:33][CH2:34][CH2:35]1.[OH-:28].[OH2:36]>>[O:1]1[CH2:2][CH2:3][O:4][c:5]2[c:6]1[cH:7][cH:8][c:9](-[n:11]1[c:12](-[c:21]3[cH:22][cH:23][c:24]([CH3:27])[cH:25][cH:26]3)[n:13][c:14]([C:16](=[O:17])[OH:18])[cH:15]1)[cH:10]2. The reactants are O=C1N(C(C=C1)=O)CCC(=O)NCCCCCCCC(=O)O (8-[3-(2,5-dioxo-2,5-dihydropyrrol-1-yl)propionylamino]octanoic acid), [B-](F)(F)(F)F.CN(C)C(=[N+](C)C)ON1C(=O)CCC1=O (TSTU), CCN(C(C)C)C(C)C (DIPEA). Run in C1CCOC1 (THF). The product is O=C1N(C(CC1)=O)OC(CCCCCCCNC(CCN1C(C=CC1=O)=O)=O)=O (8-[3-(2,5-Dioxo-2,5-dihydropyrrol-1-yl)propionylamino]octanoic acid 2,5-dioxopyrrolidin-1-yl ester). Yield: 37.0%. As a reaction SMILES: [O:1]=[C:2]1[CH:6]=[CH:5][C:4](=[O:7])[N:3]1[CH2:8][CH2:9][C:10]([NH:12][CH2:13][CH2:14][CH2:15][CH2:16][CH2:17][CH2:18][CH2:19][C:20]([OH:22])=[O:21])=[O:11].[B-](F)(F)(F)F.CN(C(O[N:36]1[C:41](=[O:42])[CH2:40][CH2:39][C:37]1=[O:38])=[N+](C)C)C.CCN(C(C)C)C(C)C>C1COCC1>[O:38]=[C:37]1[CH2:39][CH2:40][C:41](=[O:42])[N:36]1[O:21][C:20](=[O:22])[CH2:19][CH2:18][CH2:17][CH2:16][CH2:15][CH2:14][CH2:13][NH:12][C:10](=[O:11])[CH2:9][CH2:8][N:3]1[C:4](=[O:7])[CH:5]=[CH:6][C:2]1=[O:1] |f:1.2|. Procedure details: To a solution of 8-[3-(2,5-dioxo-2,5-dihydropyrrol-1-yl)propionylamino]octanoic acid (917 mg, crude) in dry THF (15 ml) was added TSTU (1.07 mg) and DIPEA (0.65 ml). The mixture was stirred under nitrogen over night. The mixture was concentrated. To the residue was added EtOAc and the precipitate was filtered off. The filtrate was extracted with 0.1 N HCl (2×) and brine (1×), dried (Na2SO4) and concentrated to give an off-white solid. Overall yield 37% (444 mg). LC-MS, M/z: 408.39 (M+1). Starting materials: [BH3-]C#N, CC1(c2ccccc2Cl)C=CC=C(C=CC#N)C1, CC(CCN)c1ccccc1Cl, COc1cccc(C(C)=O)c1, CC(C)[O-], CC(C)[O-], CC(C)[O-], CC(C)[O-], CC(=O)O, O=C(CCl)c1ccccc1, [H][H], [Na+], [OH-], [OH-], [Pd+2], [Ti+4]. Yields the product COc1cccc(C(C)NCCC(C)c2ccccc2Cl)c1. Reaction SMILES: [C:54]([BH3-:55])#[N:56].[CH3:11][C:12]1([c:13]2[cH:14][cH:15][cH:16][cH:17][c:18]2[Cl:19])[CH:20]=[CH:21][CH:22]=[C:23]([CH:24]=[CH:25][C:26]#[N:27])[CH2:28]1.[CH3:31][CH:32]([CH2:33][CH2:34][NH2:35])[c:36]1[c:37]([Cl:42])[cH:38][cH:39][cH:40][cH:41]1.[CH3:43][O:44][c:45]1[cH:46][c:47]([C:51]([CH3:52])=[O:53])[cH:48][cH:49][cH:50]1.[CH3:61][CH:62]([CH3:63])[O-:64].[CH3:66][CH:67]([CH3:68])[O-:69].[CH3:70][CH:71]([CH3:72])[O-:73].[CH3:74][CH:75]([CH3:76])[O-:77].[CH3:78][C:79](=[O:80])[OH:81].[Cl:1][CH2:2][C:3]([c:4]1[cH:5][cH:6][cH:7][cH:8][cH:9]1)=[O:10].[H:29][H:30].[Na+:57].[OH-:58].[OH-:60].[Pd+2:59].[Ti+4:65]>>[CH3:31][CH:32]([CH2:33][CH2:34][NH:35][CH:51]([c:47]1[cH:46][c:45]([O:44][CH3:43])[cH:50][cH:49][cH:48]1)[CH3:52])[c:36]1[c:37]([Cl:42])[cH:38][cH:39][cH:40][cH:41]1. Starting materials: NC(=O)CBr, CN(C)C=O, [H-], [Na+], O, O=S1(=O)CNc2cccc3cccc1c23. Yields the product NC(=O)CC1Nc2cccc3cccc(c23)S1(=O)=O. Reaction SMILES: [Br:18][CH2:19][C:20](=[O:21])[NH2:22].[CH3:24][N:25]([CH3:26])[CH:27]=[O:28].[H-:1].[Na+:2].[OH2:23].[S:3]1(=[O:16])(=[O:17])[CH2:4][NH:5][c:6]2[c:7]3[c:8]1[cH:9][cH:10][cH:11][c:12]3[cH:13][cH:14][cH:15]2>>[S:3]1(=[O:16])(=[O:17])[CH:4]([CH2:19][C:20](=[O:21])[NH2:22])[NH:5][c:6]2[c:7]3[c:8]1[cH:9][cH:10][cH:11][c:12]3[cH:13][cH:14][cH:15]2.